From a dataset of the Open Reaction Database (ORD), a public repository of structured organic reaction records. describe an organic reaction: reactants, conditions, products, and yield The reactants are [Br-], CCOC(=O)CBr, CCCC[N+](CCCC)(CCCC)CCCC, CC#N, [Na+], [Na+], O=C([O-])[O-], CCCCC1(CC)CN(c2ccccc2)c2cc(O)ccc2S(=O)(=O)C1. The product is CCCCC1(CC)CN(c2ccccc2)c2cc(OCC(=O)OCC)ccc2S(=O)(=O)C1. As a reaction SMILES: [Br-:40].[Br:27][CH2:28][C:29](=[O:30])[O:31][CH2:32][CH3:33].[CH3:41][CH2:42][CH2:43][CH2:44][N+:45]([CH2:46][CH2:47][CH2:48][CH3:49])([CH2:50][CH2:51][CH2:52][CH3:53])[CH2:54][CH2:55][CH2:56][CH3:57].[CH3:58][C:59]#[N:60].[Na+:34].[Na+:35].[O-:36][C:37](=[O:38])[O-:39].[O:1]=[S:2]1(=[O:26])[CH2:3][C:4]([CH2:20][CH3:21])([CH2:22][CH2:23][CH2:24][CH3:25])[CH2:5][N:6]([c:14]2[cH:15][cH:16][cH:17][cH:18][cH:19]2)[c:7]2[c:8]1[cH:9][cH:10][c:11]([OH:13])[cH:12]2>>[O:1]=[S:2]1(=[O:26])[CH2:3][C:4]([CH2:20][CH3:21])([CH2:22][CH2:23][CH2:24][CH3:25])[CH2:5][N:6]([c:14]2[cH:15][cH:16][cH:17][cH:18][cH:19]2)[c:7]2[c:8]1[cH:9][cH:10][c:11]([O:13][CH2:28][C:29](=[O:30])[O:31][CH2:32][CH3:33])[cH:12]2. The solvent is C(C)#N (acetonitrile). RXN SMILES: Cl[CH2:2][C:3]([C:5]1[CH:17]=[CH:16][C:8]([O:9][CH2:10][C:11]2[NH:15][N:14]=[N:13][N:12]=2)=[CH:7][CH:6]=1)=[O:4].[N:18]1[CH:23]=[CH:22][C:21]([N:24]2[CH2:29][CH2:28][NH:27][CH2:26][CH2:25]2)=[CH:20][CH:19]=1>C(#N)C>[N:18]1[CH:23]=[CH:22][C:21]([N:24]2[CH2:25][CH2:26][N:27]([CH2:2][C:3]([C:5]3[CH:17]=[CH:16][C:8]([O:9][CH2:10][C:11]4[NH:15][N:14]=[N:13][N:12]=4)=[CH:7][CH:6]=3)=[O:4])[CH2:28][CH2:29]2)=[CH:20][CH:19]=1. The product is N1=CC=C(C=C1)N1CCN(CC1)CC(=O)C1=CC=C(OCC2=NN=NN2)C=C1 (5-[4-[2-[4-(4-Pyridyl)piperazin-1-yl]acetyl]phenoxymethyl]tetrazole). Procedure details: A mixture of 5-(4-chloroacetylphenoxymethyl)tetrazole (166 mg) and 1-(4-pyridyl)piperazine (214 mg) in acetonitrile (10 ml) was stirred overnight. The precipitate was collected, washed with acetonitrile and dried. A solution of this material in a small volume of 50% v/v acetic acid/water was transfered to a 1 inch preparative reverse phase hplc column (DYNAMAX (Trade Mark) C18 83-221-C) and eluted with water/acetonitrile/ trifluoroacetic acid in a gradient from 98:2:0.1 v/v/v to 60:40:0.1 v/v/v.... Reactants: ClCC(=O)C1=CC=C(OCC2=NN=NN2)C=C1 (5-(4-chloroacetylphenoxymethyl)tetrazole), N1=CC=C(C=C1)N1CCNCC1 (1-(4-pyridyl)piperazine). Conditions: time 8 hour. Starting materials: C=CCN(CC(=O)OC(C)(C)C)c1c(N)c(=O)c1=O, O=CO. Product: C=CCN(CC(=O)O)c1c(N)c(=O)c1=O. Reaction SMILES: [CH3:1][C:2]([CH3:3])([CH3:4])[O:5][C:6]([CH2:7][N:8]([CH2:9][CH:10]=[CH2:11])[c:12]1[c:13]([NH2:18])[c:14](=[O:17])[c:15]1=[O:16])=[O:19].[CH:20]([OH:21])=[O:22]>>[O:5]=[C:6]([CH2:7][N:8]([CH2:9][CH:10]=[CH2:11])[c:12]1[c:13]([NH2:18])[c:14](=[O:17])[c:15]1=[O:16])[OH:19].